From a dataset of the Open Reaction Database (ORD), a public repository of structured organic reaction records. describe an organic reaction: reactants, conditions, products, and yield Reactants: [BH3-]C#N, CCO, CC(=O)O, CON=C1CN(c2c(F)c(N)c3c(=O)c(C(=O)O)cn(C4CC4)c3c2F)CC12CNC2, [Na+]. Yields the product CON=C1CN(c2c(F)c(N)c3c(=O)c(C(=O)O)cn(C4CC4)c3c2F)CC12CN(C)C2. Reaction SMILES: [C:35]([BH3-:36])#[N:37].[CH3:32][CH2:33][OH:34].[CH3:39][C:40](=[O:41])[OH:42].[CH:1]1([n:4]2[cH:5][c:6]([C:29](=[O:30])[OH:31])[c:7](=[O:28])[c:8]3[c:9]([NH2:27])[c:10]([F:26])[c:11]([N:15]4[CH2:16][C:17]5([CH2:18][NH:19][CH2:20]5)[C:21](=[N:23][O:24][CH3:25])[CH2:22]4)[c:12]([F:14])[c:13]23)[CH2:2][CH2:3]1.[Na+:38]>>[CH:1]1([n:4]2[cH:5][c:6]([C:29](=[O:30])[OH:31])[c:7](=[O:28])[c:8]3[c:9]([NH2:27])[c:10]([F:26])[c:11]([N:15]4[CH2:16][C:17]5([CH2:18][N:19]([CH3:32])[CH2:20]5)[C:21](=[N:23][O:24][CH3:25])[CH2:22]4)[c:12]([F:14])[c:13]23)[CH2:2][CH2:3]1. Reactants: NCC(=O)O (glycine), Cl (hydrochloric acid), ClCCC(=O)Cl (β-chloropropionyl chloride), C([O-])([O-])=O.[Na+].[Na+] (sodium carbonate). Run in O (water), C(C)#N (acetonitrile), C(C)#N (acetonitrile), O (water). Run at temperature 0 celsius. Product: ClC(C(=O)NCC(=O)O)C (N-(β-chloropropanoyl)glycine). RXN SMILES: [NH2:1][CH2:2][C:3]([OH:5])=[O:4].Cl[CH2:7][CH2:8][C:9](Cl)=[O:10].C(=O)([O-])[O-].[Na+].[Na+].[ClH:18]>O.C(#N)C>[Cl:18][CH:8]([CH3:7])[C:9]([NH:1][CH2:2][C:3]([OH:5])=[O:4])=[O:10] |f:2.3.4|. Procedure: In a mixture composed of 80 g (2.0 mol) and 200 ml of water was dissolved with stirring 165 g (2.2 mol) of glycine and the mixture was cooled to 0° C. To the aqueous solution, there were simultaneously added dropwise 254 g (2.0 mol) of β-chloropropionyl chloride and an aqueous solution containing 127.2 g (1.2 mol) of sodium carbonate dissolved in 400 ml of water. After the completion of the reaction, 1 liter of acetonitrile was added to the reaction solution and the mixture was then acidified by... Starting materials: BrC=1C=CC(=NC1)C (5-bromo-2-methylpyridine), C(=O)([O-])[O-].[Cs+].[Cs+] (Cs2CO3), C(C1=CC=CC=C1)OC=1C=C2C=NN(C2=CC1Br)C1OCCCC1 (5-(benzyloxy)-6-bromo-1-(tetrahydro-2H-pyran-2-yl)-1H-indazole), B1(OC(C(O1)(C)C)(C)C)B2OC(C(O2)(C)C)(C)C (bis(pinacolato)diboron), CC(=O)[O-].[K+] (KOAc). Reagents/catalysts: C=1C=CC(=CC1)[P](C=2C=CC=CC2)(C=3C=CC=CC3)[Pd]([P](C=4C=CC=CC4)(C=5C=CC=CC5)C=6C=CC=CC6)([P](C=7C=CC=CC7)(C=8C=CC=CC8)C=9C=CC=CC9)[P](C=1C=CC=CC1)(C=1C=CC=CC1)C=1C=CC=CC1 (tetrakis(triphenylphosphine)palladium), C1=CC=C(C=C1)P([C-]2C=CC=C2)C3=CC=CC=C3.C1=CC=C(C=C1)P([C-]2C=CC=C2)C3=CC=CC=C3.[Fe+2] (dppf), C1=CC=C(C=C1)P([C-]2C=CC=C2)C3=CC=CC=C3.C1=CC=C(C=C1)P([C-]2C=CC=C2)C3=CC=CC=C3.Cl[Pd]Cl.[Fe+2] (PdCl2(dppf)). The solvent is O1CCOCC1 (1,4-dioxane), CCOC(=O)C (EtOAc). Yields the product C(C1=CC=CC=C1)OC=1C=C2C=NN(C2=CC1C=1C=NC(=CC1)C)C1OCCCC1 (5-(Benzyloxy)-6-(6-methylpyridin-3-yl)-1-(tetrahydro-2H-pyran-2-yl)-1H-indazole). The yield is 46.2%. As a reaction SMILES: [CH2:1]([O:8][C:9]1[CH:10]=[C:11]2[C:15](=[CH:16][C:17]=1Br)[N:14]([CH:19]1[CH2:24][CH2:23][CH2:22][CH2:21][O:20]1)[N:13]=[CH:12]2)[C:2]1[CH:7]=[CH:6][CH:5]=[CH:4][CH:3]=1.B1(B2OC(C)(C)C(C)(C)O2)OC(C)(C)C(C)(C)O1.CC([O-])=O.[K+].Br[C:49]1[CH:50]=[CH:51][C:52]([CH3:55])=[N:53][CH:54]=1.C([O-])([O-])=O.[Cs+].[Cs+]>O1CCOCC1.C1C=CC(P(C2C=CC=CC=2)[C-]2C=CC=C2)=CC=1.C1C=CC(P(C2C=CC=CC=2)[C-]2C=CC=C2)=CC=1.[Fe+2].C1C=CC(P(C2C=CC=CC=2)[C-]2C=CC=C2)=CC=1.C1C=CC(P(C2C=CC=CC=2)[C-]2C=CC=C2)=CC=1.Cl[Pd]Cl.[Fe+2].C1C=CC([P]([Pd]([P](C2C=CC=CC=2)(C2C=CC=CC=2)C2C=CC=CC=2)([P](C2C=CC=CC=2)(C2C=CC=CC=2)C2C=CC=CC=2)[P](C2C=CC=CC=2)(C2C=CC=CC=2)C2C=CC=CC=2)(C2C=CC=CC=2)C2C=CC=CC=2)=CC=1.CCOC(C)=O>[CH2:1]([O:8][C:9]1[CH:10]=[C:11]2[C:15](=[CH:16][C:17]=1[C:49]1[CH:54]=[N:53][C:52]([CH3:55])=[CH:51][CH:50]=1)[N:14]([CH:19]1[CH2:24][CH2:23][CH2:22][CH2:21][O:20]1)[N:13]=[CH:12]2)[C:2]1[CH:7]=[CH:6][CH:5]=[CH:4][CH:3]=1 |f:2.3,5.6.7,9.10.11,12.13.14.15,^1:148,150,169,188|. Reported procedure: To a solution of 5-(benzyloxy)-6-bromo-1-(tetrahydro-2H-pyran-2-yl)-1H-indazole (4 g, 10.3 mmol) in 1,4-dioxane (25 mL) is added bis(pinacolato)diboron (3 g, 11.8 mmol), dppf (0.3 g, 541 μmol), PdCl2(dppf) (0.42 g, 514 μmol) and KOAc (2 g, 20.4 mmol) under N2. After the reaction mixture is stirred at reflux for 5 hours, 5-bromo-2-methylpyridine (2.1 g, 12.2 mmol), tetrakis(triphenylphosphine)palladium (Pd(PPh3)4) (0.6 g, 519 μmol) and Cs2CO3 (4 g, 12.3 mmol) are added and the mixture is stirred ... Starting materials: FC1=CC=C(C=C1)N1N=CC2=CC(=CC=C12)C(C(C(=O)O)(C)C)(C)C (3-(1-(4-fluorophenyl)-1H-indazol-5-yl)-2,2,3-trimethylbutanoic acid), [Cl-].[NH4+] (ammonium chloride), ON1N=NC2=C1N=CC=C2 (1-hydroxy-7-azabenzotriazole), Cl.CN(CCCN=C=NCC)C (N-(3-dimethylaminopropyl)-N′-ethylcarbodiimide hydrochloride), C(C)(C)N(CC)C(C)C (diisopropylethylamine). Solvent: C(C)#N (acetonitrile), hexanes, C(C)(=O)OCC (ethyl acetate). Reaction conditions: time 22 hour. Yields the product FC1=CC=C(C=C1)N1N=CC2=CC(=CC=C12)C(C(C(=O)N)(C)C)(C)C (3-(1-(4-fluorophenyl)-1H-indazol-5-yl)-2,2,3-trimethylbutanamide). Isolated yield 73.5%. RXN SMILES: [F:1][C:2]1[CH:7]=[CH:6][C:5]([N:8]2[C:16]3[C:11](=[CH:12][C:13]([C:17]([CH3:25])([CH3:24])[C:18]([CH3:23])([CH3:22])[C:19](O)=[O:20])=[CH:14][CH:15]=3)[CH:10]=[N:9]2)=[CH:4][CH:3]=1.[Cl-].[NH4+].O[N:29]1C2N=CC=CC=2N=N1.Cl.CN(C)CCCN=C=NCC.C(N(C(C)C)CC)(C)C>C(OCC)(=O)C.C(#N)C>[F:1][C:2]1[CH:3]=[CH:4][C:5]([N:8]2[C:16]3[C:11](=[CH:12][C:13]([C:17]([CH3:25])([CH3:24])[C:18]([CH3:23])([CH3:22])[C:19]([NH2:29])=[O:20])=[CH:14][CH:15]=3)[CH:10]=[N:9]2)=[CH:6][CH:7]=1 |f:1.2,4.5|. Procedure: To a stirred mixture of 3-(1-(4-fluorophenyl)-1H-indazol-5-yl)-2,2,3-trimethylbutanoic acid (230 mg; 0.68 mmol), ammonium chloride (180 mg, 3.4 mmol), 1-hydroxy-7-azabenzotriazole (92 mg, 0.68 mmol), anhydrous acetonitrile (5 mL), and N-(3-dimethylaminopropyl)-N′-ethylcarbodiimide hydrochloride (325 mg, 1.7 mml) was added diisopropylethylamine (0.47 mL, 2.7 mmol). The mixture was stirred under nitrogen at rt for 22 hr before concentrated in vacuo. The residue was mixed with saturated aqueous sod... Procedure: 1.0 g of 3-methylindene-2-carboxylic acid and 5 ml thionyl chloride were refluxed for 4 hours. Careful removal of the solvent by distillation under reduced pressure gave 3-methylindene-2-oyl chloride. The acid chloride dissolved in THF was dropped into a mixture of guanidine and sodium hydroxide at room temperature over a period of 10 min. and stirred for one hour. The reaction was terminated by work-up and the product was purified by column chromatography. The product is CC1=C(CC2=CC=CC=C12)C(=O)Cl (3-methylindene-2-oyl chloride). As a reaction SMILES: [CH3:1][C:2]1[C:10]2[C:5](=[CH:6][CH:7]=[CH:8][CH:9]=2)[CH2:4][C:3]=1[C:11]([OH:13])=O.S(Cl)([Cl:16])=O>>[CH3:1][C:2]1[C:10]2[C:5](=[CH:6][CH:7]=[CH:8][CH:9]=2)[CH2:4][C:3]=1[C:11]([Cl:16])=[O:13]. Reactants: CC1=C(CC2=CC=CC=C12)C(=O)O (3-methylindene-2-carboxylic acid), S(=O)(Cl)Cl (thionyl chloride). Yields the product O=C1C2=C(OC3=NC=CC=C31)C=CC(=C2)C(C(=O)[O-])C.[Al+3].O=C2C3=C(OC1=NC=CC=C12)C=CC(=C3)C(C(=O)[O-])C.O=C3C1=C(OC2=NC=CC=C23)C=CC(=C1)C(C(=O)[O-])C (aluminum 2-(5-oxo-5H-[1]-benzopyrano[2,3-b]pyridin-7-yl)propionate). As a reaction SMILES: CC(C)[O-].[Al+3:5].CC(C)[O-].CC(C)[O-].[O:14]=[C:15]1[C:24]2[C:19](=[N:20][CH:21]=[CH:22][CH:23]=2)[O:18][C:17]2[CH:25]=[CH:26][C:27]([CH:29]([CH3:33])[C:30]([OH:32])=[O:31])=[CH:28][C:16]1=2.O>C(O)(C)C>[O:14]=[C:15]1[C:24]2[C:19](=[N:20][CH:21]=[CH:22][CH:23]=2)[O:18][C:17]2[CH:25]=[CH:26][C:27]([CH:29]([CH3:33])[C:30]([O-:32])=[O:31])=[CH:28][C:16]1=2.[Al+3:5].[O:14]=[C:15]1[C:24]2[C:19](=[N:20][CH:21]=[CH:22][CH:23]=2)[O:18][C:17]2[CH:25]=[CH:26][C:27]([CH:29]([CH3:33])[C:30]([O-:32])=[O:31])=[CH:28][C:16]1=2.[O:14]=[C:15]1[C:24]2[C:19](=[N:20][CH:21]=[CH:22][CH:23]=2)[O:18][C:17]2[CH:25]=[CH:26][C:27]([CH:29]([CH3:33])[C:30]([O-:32])=[O:31])=[CH:28][C:16]1=2 |f:0.1.2.3,7.8.9.10|. The solvent is C(C)(C)O (isopropyl alcohol), C(C)(C)O (isopropyl alcohol). Reported procedure: A solution of 2 g of aluminum isopropoxide in 30 ml of isopropyl alcohol is added dropwise to a solution of 2.7 g of 2-(5-oxo-5H-[1]benzopyrano[2,3-b]pyridin-7-yl)propionic acid in 100 ml of isopropyl alcohol with stirring. The addition is accompanied by immediate formation of white crystals. The mixture is stirred under reflux for 1 hour, and 20 ml of water is added to the reaction mixture, and then the whole mixture is refluxed for an additional hour. After cooling, the crystals are filtered o... Reactants: O (water), CC([O-])C.[Al+3].CC([O-])C.CC([O-])C (aluminum isopropoxide), O=C1C2=C(OC3=NC=CC=C31)C=CC(=C2)C(C(=O)O)C (2-(5-oxo-5H-[1]benzopyrano[2,3-b]pyridin-7-yl)propionic acid). The reactants are COC(=O)[C@H]1[C@@H](C[C@H](C1)OC1=CC(=NC2=CC(=CC=C12)OC)C1=CC=CC=C1)C(N[C@@H](CCC)C(=O)OC(C)(C)C)=O ((1R,2R,4R)-2-((S)-1-tert-Butoxycarbonyl-butylcarbamoyl)-4-(7-methoxy-2-phenyl-quinolin-4-yloxy)-cyclopentanecarboxylic acid methyl ester), Cl (hydrochloric acid), COC([C@H](C1CCCCC1)NC([C@H](C(C)C)NC(=O)OCC1=CC=CC=C1)=O)=O ((S)—((S)-2-Benzyloxycarbonylamino-3-methyl-butyrylamino)-cyclohexyl-acetic acid methyl ester), [Li+].[OH-] (LiOH). Reagents/catalysts: [Pd] (palladium). Run in O1CCOCC1.O (dioxane H2O), C(C)O (ethanol). Conditions: time 2 hour. Yields the product C(C)(C)(C)OC([C@H](CCC)NC(=O)[C@H]1[C@@H](C[C@@H](C1)OC1=CC(=NC2=CC(=CC=C12)OC)C1=CC=CC=C1)C(N[C@@H](C(C)C)C(N[C@H](C(=O)OC)C1CCCCC1)=O)=O)=O ((S)-2-{[(1R,2R,4S)-2-{(S)-1-[((S)-Cyclohexyl-methoxycarbonyl-methyl)-carbamoyl]-2-methyl-propylcarbamoyl}-4-(7-methoxy-2-phenyl-quinolin-4-yloxy)-cyclopentanecarbonyl]-amino}-pentanoic acid tert-butyl ester). Isolated yield 82.8%. Reaction SMILES: [CH3:1][O:2][C:3](=[O:29])[C@@H:4]([NH:11][C:12](=[O:28])[C@@H:13]([NH:17][C:18]([O:20]CC1C=CC=CC=1)=O)[CH:14]([CH3:16])[CH3:15])[CH:5]1[CH2:10][CH2:9][CH2:8][CH2:7][CH2:6]1.COC([C@@H:34]1[CH2:38][C@H:37]([O:39][C:40]2[C:49]3[C:44](=[CH:45][C:46]([O:50][CH3:51])=[CH:47][CH:48]=3)[N:43]=[C:42]([C:52]3[CH:57]=[CH:56][CH:55]=[CH:54][CH:53]=3)[CH:41]=2)[CH2:36][C@H:35]1[C:58](=[O:71])[NH:59][C@H:60]([C:64]([O:66][C:67]([CH3:70])([CH3:69])[CH3:68])=[O:65])[CH2:61][CH2:62][CH3:63])=O.[Li+].[OH-].Cl>C(O)C.O1CCOCC1.O.[Pd]>[C:67]([O:66][C:64](=[O:65])[C@@H:60]([NH:59][C:58]([C@@H:35]1[CH2:36][C@@H:37]([O:39][C:40]2[C:49]3[C:44](=[CH:45][C:46]([O:50][CH3:51])=[CH:47][CH:48]=3)[N:43]=[C:42]([C:52]3[CH:53]=[CH:54][CH:55]=[CH:56][CH:57]=3)[CH:41]=2)[CH2:38][C@H:34]1[C:18](=[O:20])[NH:17][C@H:13]([C:12](=[O:28])[NH:11][C@@H:4]([CH:5]1[CH2:6][CH2:7][CH2:8][CH2:9][CH2:10]1)[C:3]([O:2][CH3:1])=[O:29])[CH:14]([CH3:15])[CH3:16])=[O:71])[CH2:61][CH2:62][CH3:63])([CH3:68])([CH3:69])[CH3:70] |f:2.3,6.7|. Reported procedure: To a solution of 55 (40 mg, 0.099 mmol) in ethanol (95%) (7.5 mL) was added palladium on active carbon (10%, 40 mg) and the mixture was hydrogenated under pressure at room temperature for 2 h. The mixture was filtered through celite and evaporated. Compound 43 (38 mg, 0.083 mmol) was dissolved in dioxane/H2O 1:1 (3 mL) and the mixture was cooled to 0° C. before 1 M LiOH (140 μL, 0.140 mmol) was added to the stirred solution. After 1 h the mixture was neutralized with 1 M hydrochloric acid and th... Starting materials: C(C)(=O)OC(C1([C@H]2SC=C(N2C1=O)C(=O)OCC1=CC=C(C=C1)[N+](=O)[O-])Br)C1=NN2C(C(OCC2)=O)=C1 (4-nitrobenzyl (5R)-6-[(acetyloxy)(4-oxo-6,7-dihydro-4H-pyrazolo[5,1-c][1,4]oxazin-2-yl)methyl]-6-bromo-7-oxo-4-thia-1-azabicyclo[3.2.0]hept-2-ene-2-carboxylate), P(=O)([O-])([O-])[O-] (phosphate). Reagents/catalysts: [Pd] (Pd/C). Run in C1CCOC1 (THF). Reaction conditions: time 3 hour. Product: O=C1/C(/[C@H]2SC=C(N12)C(=O)O)=C/C1=NN2C(C(OCC2)=O)=C1 ((5R,6Z)-7-oxo-6-[(4-oxo-6,7-dihydro-4H-pyrazolo[5,1-c][1,4]oxazin-2-yl)methylene]-4-thia-1-azabicyclo[3.2.0]hept-2-ene-2-carboxylic Acid). Yield: 59.3%. As a reaction SMILES: C(O[CH:5]([C:28]1[CH:37]=[C:31]2[C:32](=[O:36])[O:33][CH2:34][CH2:35][N:30]2[N:29]=1)[C:6]1(Br)[C:12](=[O:13])[N:11]2[C@@H:7]1[S:8][CH:9]=[C:10]2[C:14]([O:16]CC1C=CC([N+]([O-])=O)=CC=1)=[O:15])(=O)C.P([O-])([O-])([O-])=O>C1COCC1.[Pd]>[O:13]=[C:12]1[N:11]2[C@H:7]([S:8][CH:9]=[C:10]2[C:14]([OH:16])=[O:15])/[C:6]/1=[CH:5]\[C:28]1[CH:37]=[C:31]2[C:32](=[O:36])[O:33][CH2:34][CH2:35][N:30]2[N:29]=1. Reported procedure: To a solution of 4-nitrobenzyl (5R)-6-[(acetyloxy)(4-oxo-6,7-dihydro-4H-pyrazolo[5,1-c][1,4]oxazin-2-yl)methyl]-6-bromo-7-oxo-4-thia-1-azabicyclo[3.2.0]hept-2-ene-2-carboxylate (0.22 g, 0.37 mmol) in THF (15 ml), under nitrogen, was added 15 ml of a phosphate buffer solution (0.5M, pH 6.5), and 80 mg of 10% Pd/C. The mixture was hydrogenated at 40-50 psi for 3 hr, and then filtered through Celite. The filter pad was washed with THF, and the filtrate was extracted with ethyl acetate. The organic ... Starting materials: SC=1SC2=C(N1)C=CC=C2 (2-mercaptobenzothiazole), N (ammonia), Mn(OAc)2, O=O (oxygen), O=O (oxygen). Run in CO (methanol). Product: C1=CC=C2C(=C1)N=C(S2)SSC3=NC4=CC=CC=C4S3 (dibenzo thiazyl disulfide). Reaction SMILES: [SH:1][C:2]1[S:3][C:4]2[CH:10]=[CH:9][CH:8]=[CH:7][C:5]=2[N:6]=1.[NH3:11].O=O>CO>[CH:8]1[CH:7]=[C:5]2[N:6]=[C:2]([S:1][S:1][C:2]3[S:3][C:4]4[C:5](=[CH:7][CH:8]=[CH:9][CH:10]=4)[N:11]=3)[S:3][C:4]2=[CH:10][CH:9]=1. Reported procedure: A solution of 40 g (0.24 mol) of 2-mercaptobenzothiazole, 22.4 mg (0.1×10-3 mol) of Mn(OAc)2. 4H2O and 4.08 g (0.24 mol) of ammonia in 120 g of methanol is in the manner and reaction equipment described in Example 1 reacted with oxygen at an oxygen pressure of 4 bar and a reaction temperature of 55° C. After a reaction time of 3 hours, one obtains dibenzo thiazyl disulfide at a yield of 35.9 g, corresponding to 90.3% of theoretical. The conversion rate is determined to be 92.1%. The reactants are COC1=CC=C2C=CC(N(C2=C1)CCCC1(CCN(CC1)CCCC1=CC=CC=C1)C(=O)OCC)=O (ethyl 4-(3-(7-methoxy-2-oxoquinolin-1(2H)-yl)propyl)-1-(3-phenylpropyl)piperidine-4-carboxylate), [OH-].[Na+] (sodium hydroxide). Run in C(C)O (ethanol). Product: COC1=CC=C2C=CC(N(C2=C1)CCCC1(CCN(CC1)CCCC1=CC=CC=C1)C(=O)O)=O (4-(3-(7-methoxy-2-oxoquinolin-1(2H)-yl)propyl)-1-(3-phenylpropyl)piperidine-4-carboxylic acid). Isolated yield 30.5%. Reaction SMILES: [CH3:1][O:2][C:3]1[CH:12]=[C:11]2[C:6]([CH:7]=[CH:8][C:9](=[O:36])[N:10]2[CH2:13][CH2:14][CH2:15][C:16]2([C:31]([O:33]CC)=[O:32])[CH2:21][CH2:20][N:19]([CH2:22][CH2:23][CH2:24][C:25]3[CH:30]=[CH:29][CH:28]=[CH:27][CH:26]=3)[CH2:18][CH2:17]2)=[CH:5][CH:4]=1.[OH-].[Na+]>C(O)C>[CH3:1][O:2][C:3]1[CH:12]=[C:11]2[C:6]([CH:7]=[CH:8][C:9](=[O:36])[N:10]2[CH2:13][CH2:14][CH2:15][C:16]2([C:31]([OH:33])=[O:32])[CH2:17][CH2:18][N:19]([CH2:22][CH2:23][CH2:24][C:25]3[CH:30]=[CH:29][CH:28]=[CH:27][CH:26]=3)[CH2:20][CH2:21]2)=[CH:5][CH:4]=1 |f:1.2|. Reported procedure: To 0.8 mL of an ethanol solution containing 80 mg of ethyl 4-(3-(7-methoxy-2-oxoquinolin-1(2H)-yl)propyl)-1-(3-phenylpropyl)piperidine-4-carboxylate, 0.2 mL of 20% aqueous sodium hydroxide solution was added and refluxed with heating for 5 hours. After the reaction mixture was cooled to the room temperature, the solvent was removed under reduced pressure, water was added, and adjusted to pH 6.8 with 6.0 mol/L hydrochloric acid. The solvent was removed under reduced pressure, and the residue thus...